This data is from the Open Reaction Database (ORD), a public repository of structured organic reaction records. The task is: describe an organic reaction: reactants, conditions, products, and yield The solvent is O (water), CO (methanol). The product is OC1=C(C=C(C=C1)C(/C=C/C=1C=C(C(=O)O)C=CC1)=O)C ((E)-3-(3-(4-hydroxy-3-methylphenyl)-3-oxoprop-1-enyl)benzoic acid). Isolated yield 67.3%. Procedure: 3-Formylbenzoic acid (15.0 g, 0.1 mol, Aldrich) and 4′-hydroxy-3′-methylacetophenone (15.0 g, 0.1 mol, Indofine) was dissolved in 150 mL of methanol and 50 mL of water. The solution was cooled with an ice-water bath, to which was added potassium hydroxide (28.0 g, 0.5 mol). The reaction mixture was stirred overnight. The resulted mixture was poured on to 600 mL of ice-water, acidified to pH=4-5 with 1 N HCl, filtered, washed with water (200 mL), methanol (100 mL) and dried in the air. 19 g (67%)... Reaction conditions: time 8 hour. RXN SMILES: [CH:1]([C:3]1[CH:4]=[C:5]([CH:9]=[CH:10][CH:11]=1)[C:6]([OH:8])=[O:7])=O.[OH:12][C:13]1[CH:18]=[CH:17][C:16]([C:19](=[O:21])[CH3:20])=[CH:15][C:14]=1[CH3:22].[OH-].[K+].Cl>CO.O>[OH:12][C:13]1[CH:18]=[CH:17][C:16]([C:19](=[O:21])/[CH:20]=[CH:1]/[C:3]2[CH:4]=[C:5]([CH:9]=[CH:10][CH:11]=2)[C:6]([OH:8])=[O:7])=[CH:15][C:14]=1[CH3:22] |f:2.3|. The reactants are ice water, C(=O)C=1C=C(C(=O)O)C=CC1 (3-Formylbenzoic acid), OC1=C(C=C(C=C1)C(C)=O)C (4′-hydroxy-3′-methylacetophenone), [OH-].[K+] (potassium hydroxide), Cl (HCl). Starting materials: Br, O=C([O-])O, CC1=NN(c2ccc3c(c2)C(C)(C)CC3(C)C)C(=O)C1, Cl, O=N[O-], Nc1cccc(-c2ccc(C(=O)O)s2)c1O, [Na+], [Na+]. The product is CC1=NN(c2ccc3c(c2)C(C)(C)CC3(C)C)C(=O)C1=NNc1cccc(-c2ccc(C(=O)O)s2)c1O. RXN SMILES: [BrH:1].[C:42](=[O:43])([OH:44])[O-:45].[CH3:22][C:23]1=[N:27][N:26]([c:28]2[cH:29][c:30]3[c:34]([cH:35][cH:36]2)[C:33]([CH3:37])([CH3:38])[CH2:32][C:31]3([CH3:39])[CH3:40])[C:25](=[O:41])[CH2:24]1.[ClH:47].[N:18]([O-:19])=[O:20].[NH2:2][c:3]1[c:4]([OH:17])[c:5](-[c:9]2[cH:10][cH:11][c:12]([C:14](=[O:15])[OH:16])[s:13]2)[cH:6][cH:7][cH:8]1.[Na+:21].[Na+:46]>>[NH:2]([c:3]1[c:4]([OH:17])[c:5](-[c:9]2[cH:10][cH:11][c:12]([C:14](=[O:15])[OH:16])[s:13]2)[cH:6][cH:7][cH:8]1)[N:18]=[C:24]1[C:23]([CH3:22])=[N:27][N:26]([c:28]2[cH:29][c:30]3[c:34]([cH:35][cH:36]2)[C:33]([CH3:37])([CH3:38])[CH2:32][C:31]3([CH3:39])[CH3:40])[C:25]1=[O:41]. Reactants: CO, NC(=O)c1ccccc1N1CCc2cc(Cl)cc(N)c21, ClCCl. Yields the product O=C1Nc2cc(Cl)cc3c2N(CC3)c2ccccc21. RXN SMILES: [CH3:24][OH:25].[Cl:1][c:2]1[cH:3][c:4]2[c:8]([c:9]([NH2:11])[cH:10]1)[N:7]([c:12]1[c:13]([C:14](=[O:15])[NH2:16])[cH:17][cH:18][cH:19][cH:20]1)[CH2:6][CH2:5]2.[Cl:21][CH2:22][Cl:23]>>[Cl:1][c:2]1[cH:3][c:4]2[c:8]3[c:9]([cH:10]1)[NH:16][C:14](=[O:15])[c:13]1[c:12]([cH:20][cH:19][cH:18][cH:17]1)[N:7]3[CH2:6][CH2:5]2. Reactants: OC1=C(C=O)C=CC(=C1C)OC (2-hydroxy-4-methoxy-3-methylbenzaldehyde), FC(/C=C/C(=O)OCC)(F)F (ethyl 4,4,4-trifluorocrotonate), C(=O)([O-])[O-].[K+].[K+] (K2CO3). Run in CN(C)C=O (DMF), CO (MeOH). Reaction conditions: temperature 60 celsius. Yields the product COC1=CC=C2C=C(C(OC2=C1C)C(F)(F)F)C(=O)OCC (ethyl 7-methoxy-8-methyl-2-(trifluoromethyl)-2H-chromene-3-carboxylate). RXN SMILES: [OH:1][C:2]1[C:9]([CH3:10])=[C:8]([O:11][CH3:12])[CH:7]=[CH:6][C:3]=1[CH:4]=O.[F:13][C:14]([F:23])([F:22])/[CH:15]=[CH:16]/[C:17]([O:19][CH2:20][CH3:21])=[O:18].C([O-])([O-])=O.[K+].[K+]>CN(C=O)C.CO>[CH3:12][O:11][C:8]1[C:9]([CH3:10])=[C:2]2[C:3]([CH:4]=[C:16]([C:17]([O:19][CH2:20][CH3:21])=[O:18])[CH:15]([C:14]([F:13])([F:23])[F:22])[O:1]2)=[CH:6][CH:7]=1 |f:2.3.4|. Reported procedure: A mixture of benzaldehyde from Step 1 (3.0 g, 18.07 mmole) and ethyl 4,4,4-trifluorocrotonate (4.5 g, 27.11 mmole) was dissolved in anhydrous DMF (20 mL), warmed to 60° C. and treated with anhydrous K2CO3 (4.99 g, 36.14 mmole). The solution was maintained at 90° C. for 24 hours. LCMS analysis indicated that the reaction was complete. After the reaction was cooled to room temperature, the solution was extracted with ethyl acetate. The combined extracts were washed with brine, dried over anhydrous...